From a dataset of the Open Reaction Database (ORD), a public repository of structured organic reaction records. describe an organic reaction: reactants, conditions, products, and yield Starting materials: OC1N(C(C2=CC=CC=C12)=O)CC=1SC=CC1 (3-Hydroxy-2-thiophen-2-ylmethyl-2,3-dihydro-isoindol-1-one), C(CS)(=O)OC (methyl thioglycolate), C([O-])(O)=O.[Na+] (sodium bicarbonate). Solvent: ClCCl (dichloromethane). Reaction conditions: time 18 hour. Yields the product EtOAc-Hexanes, COC(CSC1N(C(C2=CC=CC=C12)=O)CC=1SC=CC1)=O ((3-Oxo-2-thiophen-2-ylmethyl-2,3-dihydro-1H-isoindol-1-ylsulfanyl)-acetic acid methyl ester). The yield is 95.6%. Reaction SMILES: O[CH:2]1[C:10]2[C:5](=[CH:6][CH:7]=[CH:8][CH:9]=2)[C:4](=[O:11])[N:3]1[CH2:12][C:13]1[S:14][CH:15]=[CH:16][CH:17]=1.[C:18]([O:22][CH3:23])(=[O:21])[CH2:19][SH:20].C(=O)(O)[O-].[Na+]>ClCCl>[CH3:23][O:22][C:18](=[O:21])[CH2:19][S:20][CH:2]1[C:10]2[C:5](=[CH:6][CH:7]=[CH:8][CH:9]=2)[C:4](=[O:11])[N:3]1[CH2:12][C:13]1[S:14][CH:15]=[CH:16][CH:17]=1 |f:2.3|. Procedure details: To a solution of 12 (500 mg, 2.04 mmol) in dichloromethane (15 mL) at room temperature was added methyl thioglycolate (204 μL, 2.24 mmol) and the resulting reaction mixture was stirred at room temperature for 18 hours in a sealed tube. The reaction mixture was poured onto saturated sodium bicarbonate and extracted with ethyl acetate (3×30 mL). The combined ethyl acetate extracts were dried over anhydrous sodium sulfate and concentrated in vacuo. Chromatography (SiO2, 5% EtOAc-Hexanes eluant) pro... Starting materials: solution, C(C)(C)[Mg]Cl (isopropylmagnesium chloride), C1CCOC1 (THF), C(C)OC(=O)C=1N(N=C(C1)COC1=CC=CC=C1)S(N(C)C)(=O)=O (2-dimethylsulfamoyl-5-phenoxymethyl-2H-pyrazole-3-carboxylic acid ethyl ester), Cl.CNOC (N,O-dimethylhydroxylamine hydrochloride). Run in C(Cl)Cl (DCM), [NH4+].[Cl-] (NH4Cl). Run at time 16 hour. Yields the product CON(C(=O)C=1N(N=C(C1)COC1=CC=CC=C1)S(N(C)C)(=O)=O)C (2-dimethylsulfamoyl-5-phenoxymethyl-2H-pyrazole-3-carboxylic acid methoxy-methyl-amide). Isolated yield 42.7%. Reaction SMILES: C([Mg]Cl)(C)C.C1COCC1.C(O[C:14]([C:16]1[N:17]([S:29](=[O:34])(=[O:33])[N:30]([CH3:32])[CH3:31])[N:18]=[C:19]([CH2:21][O:22][C:23]2[CH:28]=[CH:27][CH:26]=[CH:25][CH:24]=2)[CH:20]=1)=[O:15])C.Cl.[CH3:36][NH:37][O:38][CH3:39]>C(Cl)Cl.[NH4+].[Cl-]>[CH3:39][O:38][N:37]([CH3:36])[C:14]([C:16]1[N:17]([S:29](=[O:33])(=[O:34])[N:30]([CH3:31])[CH3:32])[N:18]=[C:19]([CH2:21][O:22][C:23]2[CH:24]=[CH:25][CH:26]=[CH:27][CH:28]=2)[CH:20]=1)=[O:15] |f:3.4,6.7|. Reported procedure: A 2M solution of isopropylmagnesium chloride in THF (1.9 mL, 3.8 mmol) was added to a stirred suspension of 2-dimethylsulfamoyl-5-phenoxymethyl-2H-pyrazole-3-carboxylic acid ethyl ester (0.45 g, 1.27 mmol) and N,O-dimethylhydroxylamine hydrochloride (0.16 g, 1.65 mmol) in DCM (6.5 mL) under nitrogen at −78° C. The mixture was slowly allowed to warm to room temperature and stirred for 16 hours. The mixture was diluted with a saturated solution of NH4Cl and extracted with DCM. The organic layer wa... Starting materials: N1=C(C(=NC=C1)C(=O)O)C(=O)O (pyrazine-2,3-dicaroxylic acid), C(C)(=O)OC(C)=O (acetic anhydride). Run at temperature 115 celsius. The product is N1=C2C(=NC=C1)C(=O)OC2=O (pyrazine-2,3-dicarboxylic acid anhydride). RXN SMILES: [N:1]1[CH:6]=[CH:5][N:4]=[C:3]([C:7]([OH:9])=O)[C:2]=1[C:10]([OH:12])=[O:11].C(OC(=O)C)(=O)C>>[N:4]1[CH:5]=[CH:6][N:1]=[C:2]2[C:10]([O:12][C:7](=[O:9])[C:3]=12)=[O:11]. Procedure: In a clean 500 ml R. B. flask charged pyrazine-2,3-dicaroxylic acid (50 gms) and acetic anhydride (162 gms). The reaction mass was heated to 110-120° C. till the completion of reaction to get pyrazine-2,3-dicarboxylic acid anhydride. After completion of the reaction, excess acetic anhydride was distilled out under vacuum and furthermore charged with methylene dichloride (315 ml) and 2-amino-5-chloropyridine (40 gms) in a lot wise manner at room temperature for 30 min. Further, the reaction mixtu... Starting materials: ClCCl, CCCC(F)(F)CC(NC(=O)N1CCOCC1)C(=O)NC(CC)C(O)c1nnc(-c2ccc(OC(F)(F)F)cc2)o1, [Na+], [Na+], [Na+], O=S([O-])([O-])=S, O=C([O-])O. Yields the product CCCC(F)(F)CC(NC(=O)N1CCOCC1)C(=O)NC(CC)C(=O)c1nnc(-c2ccc(OC(F)(F)F)cc2)o1. RXN SMILES: [CH2:49]([Cl:50])[Cl:51].[F:1][C:2]([CH2:3][CH:4]([C:5]([NH:6][CH:7]([CH2:8][CH3:9])[CH:10]([c:11]1[o:12][c:13](-[c:16]2[cH:17][cH:18][c:19]([O:22][C:23]([F:24])([F:25])[F:26])[cH:20][cH:21]2)[n:14][n:15]1)[OH:27])=[O:28])[NH:29][C:30](=[O:31])[N:32]1[CH2:33][CH2:34][O:35][CH2:36][CH2:37]1)([CH2:38][CH2:39][CH3:40])[F:41].[Na+:42].[Na+:43].[Na+:56].[O-:44][S:45]([O-:46])(=[S:47])=[O:48].[O-:52][C:53]([OH:54])=[O:55]>>[F:1][C:2]([CH2:3][CH:4]([C:5]([NH:6][CH:7]([CH2:8][CH3:9])[C:10]([c:11]1[o:12][c:13](-[c:16]2[cH:17][cH:18][c:19]([O:22][C:23]([F:24])([F:25])[F:26])[cH:20][cH:21]2)[n:14][n:15]1)=[O:27])=[O:28])[NH:29][C:30](=[O:31])[N:32]1[CH2:33][CH2:34][O:35][CH2:36][CH2:37]1)([CH2:38][CH2:39][CH3:40])[F:41]. Starting materials: NC=1C=C(C=CC1)C=1OC2=C(N1)C=CC(=C2)C (2-(3-aminophenyl)-6-methylbenzoxazole), C1=CC2=C(C=C1C(=O)O)C(=O)OC2=O (1,2,4-benzenetricarboxylic anhydride). The product is CC1=CC2=C(N=C(O2)C=2C=C(C=CC2)N2C(C3=CC=C(C=C3C2=O)C(=O)O)=O)C=C1 (2-[3-(6-Methylbenzoxazol-2-yl)phenyl]-2,3-dihydro-1,3-dioxo-1H-isoindole-5-carboxylic acid). As a reaction SMILES: [NH2:1][C:2]1[CH:3]=[C:4]([C:8]2[O:9][C:10]3[CH:16]=[C:15]([CH3:17])[CH:14]=[CH:13][C:11]=3[N:12]=2)[CH:5]=[CH:6][CH:7]=1.[CH:18]1[C:23]([C:24]([OH:26])=[O:25])=[CH:22][C:21]2[C:27]([O:29][C:30](=O)[C:20]=2[CH:19]=1)=[O:28]>>[CH3:17][C:15]1[CH:14]=[CH:13][C:11]2[N:12]=[C:8]([C:4]3[CH:3]=[C:2]([N:1]4[C:27](=[O:28])[C:21]5[C:20](=[CH:19][CH:18]=[C:23]([C:24]([OH:26])=[O:25])[CH:22]=5)[C:30]4=[O:29])[CH:7]=[CH:6][CH:5]=3)[O:9][C:10]=2[CH:16]=1. Procedure details: Prepared by the method of Example 1b), from 2-(3-aminophenyl)-6-methylbenzoxazole (32 mg, 0.14 mmol) and 1,2,4-benzenetricarboxylic anhydride (30 mg, 0.16 mmol) the title compound was obtained, 42 mg (72%). 1H NMR (DMSO) δ 8.45(dd, 1H), 8.34(bd, 2H), 8.25(dt, 1H), 8.13(d, 1H), 7.75(m, 3H), 7.63(s, 1H), 7.26(d, 1H), 2.50(s, 3H). MS 397 m/z (M−H)−. Starting materials: Cl.COCCCCN (4-Methoxybutan-1-amine hydrochloride), FC1=C(C(=CC=C1)[N+](=O)[O-])F (1,2-difluoro-3-nitrobenzene), Cl.COCCCCN (4-methoxybutan-1-amine hydrochloride), C(C)(C)N(CC)C(C)C (diisopropylethylamine). Solvent: C(C)#N (acetonitrile). Reaction conditions: temperature 60 celsius, time 12 hour. Yields the product FC1=C(NCCCCOC)C(=CC=C1)[N+](=O)[O-] (2-fluoro-N-(4-methoxybutyl)-6-nitroaniline). The yield is 98.2%. Reaction SMILES: [F:1][C:2]1[CH:7]=[CH:6][CH:5]=[C:4]([N+:8]([O-:10])=[O:9])[C:3]=1F.Cl.[CH3:13][O:14][CH2:15][CH2:16][CH2:17][CH2:18][NH2:19].C(N(C(C)C)CC)(C)C>C(#N)C>[F:1][C:2]1[CH:7]=[CH:6][CH:5]=[C:4]([N+:8]([O-:10])=[O:9])[C:3]=1[NH:19][CH2:18][CH2:17][CH2:16][CH2:15][O:14][CH3:13] |f:1.2|. Procedure details: To a solution of 1,2-difluoro-3-nitrobenzene (5.15 g) and 4-methoxybutan-1-amine hydrochloride (5.42 g) in acetonitrile (100 ml) was added diisopropylethylamine (17 μl), and the mixture was stirred at 60° C. for 12 hr. 4-Methoxybutan-1-amine hydrochloride (1.00 g) was further added, and the mixture was stirred at 70° C. for 5 hr. The reaction mixture was concentrated under reduced pressure, saturated aqueous sodium hydrogen carbonate was added, and the mixture was extracted with ethyl acetate. T... Starting materials: C(C)(C)C=1C(NC(NC1C(C1=CC(=CC(=C1)C)C)=O)=O)=O (5-Isopropyl-6-(3,5-dimethylbenzoyl)-2,4-pyrimidinedione), C1(=CC=C(C=C1)S(=O)(=O)OCC1CCCCC1)C ((cyclohexyl)methyl para-toluenesulfonate). Product: C1(CCCCC1)CN1C(NC(C(=C1C(C1=CC(=CC(=C1)C)C)=O)C(C)C)=O)=O (1-(Cyclohexyl)methyl-5-isopropyl-6-(3,5-dimethylbenzoyl)-2,4-pyrimidinedione). Isolated yield 55.4%. As a reaction SMILES: [CH:1]([C:4]1[C:5](=[O:21])[NH:6][C:7](=[O:20])[NH:8][C:9]=1[C:10](=[O:19])[C:11]1[CH:16]=[C:15]([CH3:17])[CH:14]=[C:13]([CH3:18])[CH:12]=1)([CH3:3])[CH3:2].[C:22]1([CH3:39])[CH:27]=[CH:26][C:25](S(OCC2CCCCC2)(=O)=O)=[CH:24][CH:23]=1>>[CH:22]1([CH2:39][N:8]2[C:9]([C:10](=[O:19])[C:11]3[CH:12]=[C:13]([CH3:18])[CH:14]=[C:15]([CH3:17])[CH:16]=3)=[C:4]([CH:1]([CH3:3])[CH3:2])[C:5](=[O:21])[NH:6][C:7]2=[O:20])[CH2:27][CH2:26][CH2:25][CH2:24][CH2:23]1. Reported procedure: 5-Isopropyl-6-(3,5-dimethylbenzoyl)-2,4-pyrimidinedione and (cyclohexyl)methyl para-toluenesulfonate were reacted by the same way with the example 1 to obtain the titled compound (212 mg, yield: 55.4%). The yield is 39.3%. The solvent is CC#N (MeCN). Yields the product C(C)(C)(C)N1S(C(=C(C1=O)NC1=CC=C(C=C1)OC)C1=CC=CC=C1)(=O)=O (2-tert-Butyl-4-[(4-methoxyphenyl)amino]-5-phenylisothiazol-3(2H)-one 1,1-dioxide). Reaction SMILES: [C:1]([N:5]1[C:9](=[O:10])[C:8](Cl)=[C:7]([C:12]2[CH:17]=[CH:16][CH:15]=[CH:14][CH:13]=2)[S:6]1(=[O:19])=[O:18])([CH3:4])([CH3:3])[CH3:2].[CH3:20][O:21][C:22]1[CH:27]=[CH:26][C:25]([NH2:28])=[CH:24][CH:23]=1>CC#N>[C:1]([N:5]1[C:9](=[O:10])[C:8]([NH:28][C:25]2[CH:26]=[CH:27][C:22]([O:21][CH3:20])=[CH:23][CH:24]=2)=[C:7]([C:12]2[CH:17]=[CH:16][CH:15]=[CH:14][CH:13]=2)[S:6]1(=[O:19])=[O:18])([CH3:4])([CH3:3])[CH3:2]. Conditions: temperature 140 celsius. Procedure: A mixture of 2-tert-butyl-4-chloro-5-phenylisothiazol-3(2H)-one 1,1-dioxide (0.300 g, 1.001 mmol), (4-methoxyphenyl)amine (0.136 g, 1.101 mmol) and TEA (0.140 ml, 1.001 mmol) in MeCN (3 ml) was heated in a microwave reactor at 120° C. for 20 mins, 130° C. for 30 mins, 140° C. for 30 mins and then using an oil bath at 120° C. for 24 h. The mixture was evaporated and the residue was purified by silica gel column chromatography using a 17% EtOAc in petroleum ether 40-60° C. as eluent, to give the t... Reactants: C(C)(C)(C)N1S(C(=C(C1=O)Cl)C1=CC=CC=C1)(=O)=O (2-tert-butyl-4-chloro-5-phenylisothiazol-3(2H)-one 1,1-dioxide), COC1=CC=C(C=C1)N ((4-methoxyphenyl)amine), TEA.